Dataset: the Open Reaction Database (ORD), a public repository of structured organic reaction records. Task: describe an organic reaction: reactants, conditions, products, and yield Reactants: C(C)(C)C1=CC=C(C=C1)N(C(=O)C1CCCC2=CC=C(C=C12)OC)CC=1C=NNC1 (N-(4-isopropylphenyl)-7-methoxy-N-[(pyrazol-4-yl)methyl]-1,2,3,4-tetrahydronaphthalene-1-carboxamide), C(C)(C)I (isopropyl iodide). The product is C(C)(C)C1=CC=C(C=C1)N(C(=O)C1CCCC2=CC=C(C=C12)OC)CC=1C=NN(C1)C(C)C (N-(4-isopropylphenyl)-N-[(1-isopropylpyrazol-4-yl)methyl]-7-methoxy-1,2,3,4-tetrahydronaphthalene-1-carboxamide). RXN SMILES: [CH:1]([C:4]1[CH:9]=[CH:8][C:7]([N:10]([CH2:25][C:26]2[CH:27]=[N:28][NH:29][CH:30]=2)[C:11]([CH:13]2[C:22]3[C:17](=[CH:18][CH:19]=[C:20]([O:23][CH3:24])[CH:21]=3)[CH2:16][CH2:15][CH2:14]2)=[O:12])=[CH:6][CH:5]=1)([CH3:3])[CH3:2].[CH:31](I)([CH3:33])[CH3:32]>>[CH:1]([C:4]1[CH:5]=[CH:6][C:7]([N:10]([CH2:25][C:26]2[CH:27]=[N:28][N:29]([CH:31]([CH3:33])[CH3:32])[CH:30]=2)[C:11]([CH:13]2[C:22]3[C:17](=[CH:18][CH:19]=[C:20]([O:23][CH3:24])[CH:21]=3)[CH2:16][CH2:15][CH2:14]2)=[O:12])=[CH:8][CH:9]=1)([CH3:3])[CH3:2]. Reported procedure: By the reaction and treatment in the same manner as in Example 83 using N-(4-isopropylphenyl)-7-methoxy-N-[(pyrazol-4-yl)methyl]-1,2,3,4-tetrahydronaphthalene-1-carboxamide (0.44 g) and isopropyl iodide (0.11 mL) as starting materials, N-(4-isopropylphenyl)-N-[(1-isopropylpyrazol-4-yl)methyl]-7-methoxy-1,2,3,4-tetrahydronaphthalene-1-carboxamide (0.26 g) was obtained. The reagents and catalysts are [Pd] (palladium-on-charcoal). Reported procedure: 3,4-Dihydroxyphenyl 1-(tert-butylaminomethyl)ethyl ketone hydrochloride (8 g.) was reacted with 18 ml. of pivalyl chloride in 35 ml. of trifluoroacetic acid, the resulting ester-amine salt was converted to the ester-amine, and the ester-amine was treated with hydrochloric acid to yield 10.5 g. of 3,4-bis-(pivalyloxy)phenyl tert-butylaminomethyl ketone hydrochloride, m.p. 200°-202° C. (uncorr.). This ketone was catalytically hydrogenated in the presence of palladium-on-charcoal catalyst to yield ... RXN SMILES: Cl.C(NCC(C(C1C=CC(O)=C(O)C=1)=O)C)(C)(C)C.C([Cl:26])(=O)C(C)(C)C.FC(F)(F)C(O)=O.Cl.Cl.[C:36]([NH:40][CH2:41][C:42]([C:44]1[CH:49]=[CH:48][C:47]([O:50][C:51](=[O:56])[C:52]([CH3:55])([CH3:54])[CH3:53])=[C:46]([O:57][C:58](=[O:63])[C:59]([CH3:62])([CH3:61])[CH3:60])[CH:45]=1)=[O:43])([CH3:39])([CH3:38])[CH3:37]>[Pd]>[ClH:26].[C:58]([O:57][C:46]1[CH:45]=[C:44]([CH:49]=[CH:48][C:47]=1[O:50][C:51](=[O:56])[C:52]([CH3:55])([CH3:54])[CH3:53])[CH:42]([OH:43])[CH2:41][NH:40][C:36]([CH3:39])([CH3:38])[CH3:37])(=[O:63])[C:59]([CH3:62])([CH3:60])[CH3:61] |f:0.1,5.6,8.9|. Starting materials: Cl.C(C)(C)(C)NCC(C)C(=O)C1=CC(=C(C=C1)O)O (3,4-Dihydroxyphenyl 1-(tert-butylaminomethyl)ethyl ketone hydrochloride), ester-amine, ester-amine, Cl.C(C)(C)(C)NCC(=O)C1=CC(=C(C=C1)OC(C(C)(C)C)=O)OC(C(C)(C)C)=O (3,4-bis-(pivalyloxy)phenyl tert-butylaminomethyl ketone hydrochloride), ketone, ester-amine, Cl (hydrochloric acid), FC(C(=O)O)(F)F (trifluoroacetic acid), C(C(C)(C)C)(=O)Cl (pivalyl chloride). Product: Cl.C(C(C)(C)C)(=O)OC=1C=C(C(CNC(C)(C)C)O)C=CC1OC(C(C)(C)C)=O (3,4-bis(pivalyloxy)-alpha-(tert-butylaminomethyl)benzyl alcohol hydrochloride). Reactants: Cl (HCl), C(C)OC(=O)C=1N(C2=CC=C(C=C2C1CN(C)C(=O)OCC)F)CC1=CC=CC2=CC=C(C=C12)F (3-[(ethoxycarbonyl-methyl-amino)-methyl]-5-fluoro-1-(7-fluoro-naphthalen-1-ylmethyl)-1H-indole-2-carboxylic acid ethyl ester). Product: C(C)OC(=O)C=1N(C2=CC=C(C=C2C1CN)F)CC1=CC=CC2=CC=C(C=C12)F (3-Aminomethyl-5-fluoro-1-(7-fluoro-naphthalen-1-ylmethyl)-1H-indole-2-carboxylic acid ethyl ester). Reaction SMILES: Cl.[CH2:2]([O:4][C:5]([C:7]1[N:8]([CH2:25][C:26]2[C:35]3[C:30](=[CH:31][CH:32]=[C:33]([F:36])[CH:34]=3)[CH:29]=[CH:28][CH:27]=2)[C:9]2[C:14]([C:15]=1[CH2:16][N:17](C(OCC)=O)C)=[CH:13][C:12]([F:24])=[CH:11][CH:10]=2)=[O:6])[CH3:3]>>[CH2:2]([O:4][C:5]([C:7]1[N:8]([CH2:25][C:26]2[C:35]3[C:30](=[CH:31][CH:32]=[C:33]([F:36])[CH:34]=3)[CH:29]=[CH:28][CH:27]=2)[C:9]2[C:14]([C:15]=1[CH2:16][NH2:17])=[CH:13][C:12]([F:24])=[CH:11][CH:10]=2)=[O:6])[CH3:3]. Reported procedure: salt with HCl (prepared according to Example 104.2.) was converted to 3-[(ethoxycarbonyl-methyl-amino)-methyl]-5-fluoro-1-(7-fluoro-naphthalen-1-ylmethyl)-1H-indole-2-carboxylic acid ethyl ester as described in Example 77.1. which was hydrolyzed as described in the general procedure B (Exp. 2.2) to give the title compound as a white solid. MS: 451.5 ([M−H]−).